Dataset: the Open Reaction Database (ORD), a public repository of structured organic reaction records. Task: describe an organic reaction: reactants, conditions, products, and yield Reactants: C1CCC2=NCCCN2CC1, COCCOC, Cl, NCc1ncc(C(F)(F)F)cc1Cl, CS(=O)c1nc(N)nc(-c2ccco2)c1C#N. Product: N#Cc1c(NCc2ncc(C(F)(F)F)cc2Cl)nc(N)nc1-c1ccco1. Reaction SMILES: [CH2:32]1[CH2:33][CH2:34][C:35]2=[N:40][CH2:39][CH2:38][CH2:37][N:36]2[CH2:41][CH2:42]1.[CH3:43][O:44][CH2:45][CH2:46][O:47][CH3:48].[ClH:18].[NH2:19][CH2:20][c:21]1[n:22][cH:23][c:24]([C:28]([F:29])([F:30])[F:31])[cH:25][c:26]1[Cl:27].[NH2:1][c:2]1[n:3][c:4]([S:15]([CH3:16])=[O:17])[c:5]([C:13]#[N:14])[c:6](-[c:8]2[o:9][cH:10][cH:11][cH:12]2)[n:7]1>>[NH2:1][c:2]1[n:3][c:4]([NH:19][CH2:20][c:21]2[n:22][cH:23][c:24]([C:28]([F:29])([F:30])[F:31])[cH:25][c:26]2[Cl:27])[c:5]([C:13]#[N:14])[c:6](-[c:8]2[o:9][cH:10][cH:11][cH:12]2)[n:7]1. Reactants: 10.6, Br.Br.COC1=CC=C(C=C1)N1CCNCC1 (1-(4-methoxyphenyl)piperazine dihydrobromide), BrC1=NC=CC=C1 (2-bromopyridine), C([O-])([O-])=O.[K+].[K+] (potassium carbonate), CN(C=O)C (N,N-dimethylformamide). The solvent is O (water). Product: COC1=CC=C(C=C1)N1CCN(CC1)C1=NC=CC=C1 (1-(4-methoxyphenyl)-4-(2-pyridinyl)piperazine). The yield is 74.0%. Reaction SMILES: Br.Br.[CH3:3][O:4][C:5]1[CH:10]=[CH:9][C:8]([N:11]2[CH2:16][CH2:15][NH:14][CH2:13][CH2:12]2)=[CH:7][CH:6]=1.Br[C:18]1[CH:23]=[CH:22][CH:21]=[CH:20][N:19]=1.C(=O)([O-])[O-].[K+].[K+].CN(C)C=O>O>[CH3:3][O:4][C:5]1[CH:6]=[CH:7][C:8]([N:11]2[CH2:16][CH2:15][N:14]([C:18]3[CH:23]=[CH:22][CH:21]=[CH:20][N:19]=3)[CH2:13][CH2:12]2)=[CH:9][CH:10]=1 |f:0.1.2,4.5.6|. Procedure details: A mixture of 10.6 parts of 1-(4-methoxyphenyl)piperazine dihydrobromide, 7.9 parts of 2-bromopyridine, 8.4 parts of potassium carbonate and 90 parts of N,N-dimethylformamide is stirred and refluxed overnight. The reaction mixture is diluted with water and the product is extracted twice with benzene. The combined extracts are dried, filtered and evaporated. The residue is crystallized from 1,1'-oxybisbutane. The product is filtered off and dried, yielding 8 parts (74%) of 1-(4-methoxyphenyl)-4-(2... Reactants: ClC(C(=O)NC1=C(C=CC=C1)C(C)=NCCO)(Cl)Cl (2,2,2-trichloro-N-[2-[1-[(2-hydroxyethyl)imino]ethyl]phenyl]acetamide), [BH4-].[Na+] (sodium borohydride). Solvent: CN(C=O)C (N,N-dimethylforamide). Run at time 8 hour. Yields the product OCCN1C(NC2=CC=CC=C2C1C)=O (3,4-dihydro-3-(2-hydroxyethyl)-4-methyl-2(1H)-quinazolinone). RXN SMILES: ClC(Cl)(Cl)[C:3]([NH:5][C:6]1[CH:11]=[CH:10][CH:9]=[CH:8][C:7]=1[C:12](=[N:14][CH2:15][CH2:16][OH:17])[CH3:13])=[O:4].[BH4-].[Na+]>CN(C)C=O>[OH:17][CH2:16][CH2:15][N:14]1[CH:12]([CH3:13])[C:7]2[C:6](=[CH:11][CH:10]=[CH:9][CH:8]=2)[NH:5][C:3]1=[O:4] |f:1.2|. Reported procedure: To 135 parts of N,N-dimethylforamide are added first 16.2 parts of 2,2,2-trichloro-N-[2-[1-[(2-hydroxyethyl)imino]ethyl]phenyl]acetamide and then portionwise 5.7 parts of sodium borohydride while stirring: exothermic reaction. Upon completion, stirring is continued overnight at room temperature. The reaction mixture is poured onto water and the product is extracted with trichloromethane. The extract is dried, filtered and evaporated. The residue is purified by column-chromatography over silica g... Reactants: ClC1=CC=C(C=C1)C1(CCCCC1)C(=O)O (1-(4-chlorophenyl)cyclohexanecarboxylic acid), NCCCN1CCC(CC1)C1=CC=CC(=N1)NC(C(C)C)=O (N-{6-[1-(3-aminopropyl)-4-piperidinyl]-2-pyridinyl}-2-methylpropanamide). Product: ClC1=CC=C(C=C1)C1(CCCCC1)C(=O)NCCCN1CCC(CC1)C1=NC(=CC=C1)NC(C(C)C)=O (1-(4-CHLOROPHENYL)-N-(3-{4-[6-(ISOBUTYRYLAMINO)-2-PYRIDINYL]-1-PIPERIDINYL}PROPYL)CYCLOHEXANECARBOXAMIDE). RXN SMILES: [Cl:1][C:2]1[CH:7]=[CH:6][C:5]([C:8]2([C:14]([OH:16])=O)[CH2:13][CH2:12][CH2:11][CH2:10][CH2:9]2)=[CH:4][CH:3]=1.[NH2:17][CH2:18][CH2:19][CH2:20][N:21]1[CH2:26][CH2:25][CH:24]([C:27]2[N:32]=[C:31]([NH:33][C:34](=[O:38])[CH:35]([CH3:37])[CH3:36])[CH:30]=[CH:29][CH:28]=2)[CH2:23][CH2:22]1>>[Cl:1][C:2]1[CH:3]=[CH:4][C:5]([C:8]2([C:14]([NH:17][CH2:18][CH2:19][CH2:20][N:21]3[CH2:26][CH2:25][CH:24]([C:27]4[CH:28]=[CH:29][CH:30]=[C:31]([NH:33][C:34](=[O:38])[CH:35]([CH3:36])[CH3:37])[N:32]=4)[CH2:23][CH2:22]3)=[O:16])[CH2:9][CH2:10][CH2:11][CH2:12][CH2:13]2)=[CH:6][CH:7]=1. Reported procedure: Example 67 was prepared from 1-(4-chlorophenyl)cyclohexanecarboxylic acid and N-{6-[1-(3-aminopropyl)-4-piperidinyl]-2-pyridinyl}-2-methylpropanamide according to the procedures described in Scheme 10: 1H NMR (400 MHz, CDCl3) δ 8.06 (d, 1H, J=8.4 Hz), 7.78 (br s, 1H), 7.65 (t, 1H, J=8.0 Hz), 7.40–7.38 (m, 2H), 7.30–7.27 (m, 2H), 6.88 (d, 2H, J=7.6 Hz), 3.29 (dd, 2H, J=6.0, 11.6 Hz), 2.96 (m, 2H), 2.56–2.49 (m, 2H), 2.36–2.30 (m, 4H), 2.00–1.75 (m, 8H), 1.64–1.59 (m, 8H), 1.25 (d, 6H, J=6.8 Hz); ... Starting materials: Cl.O=C1N(C=CC(=C1)CN1C=NC=C1CC1=CC=C(C#N)C=C1)C1=CC=CC=C1 (4-[3-(2-oxo-1-phenyl-1,2-dihydropyridin-4-ylmethyl)-3H-imidazol-4-ylmethyl]benzonitrile, hydrochloride), ClC1=NC(=CN=C1)Cl (2,6-dichloropyrazine), IC1=CC=CC=C1 (iodobenzene). Product: ClC1=CN=CC(=N1)N1C(C=C(C=C1)CN1C=NC=C1CC1=CC=C(C#N)C=C1)=O (4-{3-[1-(6-chloro-pyrazin-2-yl)-2-oxo-1,2-dihydro-pyridin-4-ylmethyl]-3H-imidazol-4ylmethyl}-benzonitrile). RXN SMILES: Cl.[O:2]=[C:3]1[CH:8]=[C:7]([CH2:9][N:10]2[C:14]([CH2:15][C:16]3[CH:23]=[CH:22][C:19]([C:20]#[N:21])=[CH:18][CH:17]=3)=[CH:13][N:12]=[CH:11]2)[CH:6]=[CH:5][N:4]1C1C=CC=CC=1.Cl[C:31]1[CH:36]=[N:35][CH:34]=[C:33]([Cl:37])[N:32]=1.IC1C=CC=CC=1>>[Cl:37][C:33]1[N:32]=[C:31]([N:4]2[CH:5]=[CH:6][C:7]([CH2:9][N:10]3[C:14]([CH2:15][C:16]4[CH:17]=[CH:18][C:19]([C:20]#[N:21])=[CH:22][CH:23]=4)=[CH:13][N:12]=[CH:11]3)=[CH:8][C:3]2=[O:2])[CH:36]=[N:35][CH:34]=1 |f:0.1|. Procedure: 4-{3-[1-(6-chloro-pyrazin-2-yl)-2-oxo-1,2-dihydro-pyridin-4-ylmethyl]-3H-imidazol-4ylmethyl}-benzonitrile was prepared in a manner substantially similar to the procedure described above for 4-[3-(2-oxo-1-phenyl-1,2-dihydropyridin-4-ylmethyl)-3H-imidazol-4-ylmethyl]benzonitrile, hydrochloride, but substituting 2,6-dichloropyrazine for the iodobenzene in Step 3. As a reaction SMILES: [Br:8][c:9]1[cH:10][cH:11][c:12]([S:15](=[O:16])(=[O:17])[Cl:18])[cH:13][cH:14]1.[CH3:6][NH2:7].[Cl:19][CH2:20][Cl:21].[Na+:5].[O-:1][C:2]([OH:3])=[O:4]>>[CH3:6][NH:7][S:15]([c:12]1[cH:11][cH:10][c:9]([Br:8])[cH:14][cH:13]1)(=[O:16])=[O:17]. Yields the product CNS(=O)(=O)c1ccc(Br)cc1. Reactants: O=S(=O)(Cl)c1ccc(Br)cc1, CN, ClCCl, [Na+], O=C([O-])O.